From a dataset of the Open Reaction Database (ORD), a public repository of structured organic reaction records. describe an organic reaction: reactants, conditions, products, and yield Reactants: CC(=O)O, CCN(CC)C(=O)c1c(C(C)C)cccc1S(N)(=O)=O. Product: CC(C)c1cccc2c1C(=O)NS2(=O)=O. Reaction SMILES: [CH3:21][C:22](=[O:23])[OH:24].[NH2:1][S:2](=[O:3])(=[O:4])[c:5]1[c:6]([C:7](=[O:8])[N:9]([CH2:10][CH3:11])[CH2:12][CH3:13])[c:14]([CH:18]([CH3:19])[CH3:20])[cH:15][cH:16][cH:17]1>>[S:2]1(=[O:3])(=[O:4])[c:5]2[c:6]([c:14]([CH:18]([CH3:19])[CH3:20])[cH:15][cH:16][cH:17]2)[C:7](=[O:8])[NH:9]1.